This data is from the Open Reaction Database (ORD), a public repository of structured organic reaction records. The task is: describe an organic reaction: reactants, conditions, products, and yield The reactants are CCOCC, ClC(Cl)Cl, CCCOCC(=O)CCl, c1ccc(P(c2ccccc2)c2ccccc2)cc1. Product: CCCOCC(=O)C[P+](c1ccccc1)(c1ccccc1)c1ccccc1, [Cl-]. Reaction SMILES: [CH3:29][CH2:30][O:31][CH2:32][CH3:33].[CH:34]([Cl:35])([Cl:36])[Cl:37].[Cl:1][CH2:2][C:3](=[O:4])[CH2:5][O:6][CH2:7][CH2:8][CH3:9].[c:10]1([P:16]([c:17]2[cH:18][cH:19][cH:20][cH:21][cH:22]2)[c:23]2[cH:24][cH:25][cH:26][cH:27][cH:28]2)[cH:11][cH:12][cH:13][cH:14][cH:15]1>>[CH2:2]([C:3](=[O:4])[CH2:5][O:6][CH2:7][CH2:8][CH3:9])[P+:16]([c:10]1[cH:11][cH:12][cH:13][cH:14][cH:15]1)([c:17]1[cH:18][cH:19][cH:20][cH:21][cH:22]1)[c:23]1[cH:24][cH:25][cH:26][cH:27][cH:28]1.[Cl-:1]. Reactants: C1CCOC1, CS(=O)(=O)N1CCNCC1, CCOC(C)=O, ClCCl, C=CS(=O)(=O)N1CCN(c2nc(N3CCOCC3)nc(-n3c(C(F)F)nc4c(OC)cccc43)n2)CC1. Product: COc1cccc2c1nc(C(F)F)n2-c1nc(N2CCOCC2)nc(N2CCN(S(=O)(=O)CCN3CCN(S(C)(=O)=O)CC3)CC2)n1. As a reaction SMILES: [CH2:57]1[O:58][CH2:59][CH2:60][CH2:61]1.[CH3:38][S:39](=[O:40])(=[O:41])[N:42]1[CH2:43][CH2:44][NH:45][CH2:46][CH2:47]1.[CH3:51][CH2:52][O:53][C:54]([CH3:55])=[O:56].[Cl:48][CH2:49][Cl:50].[F:1][CH:2]([c:3]1[n:4][c:5]2[c:6]([n:7]1-[c:8]1[n:9][c:10]([N:20]3[CH2:21][CH2:22][N:23]([S:26](=[O:27])(=[O:28])[CH:29]=[CH2:30])[CH2:24][CH2:25]3)[n:11][c:12]([N:14]3[CH2:15][CH2:16][O:17][CH2:18][CH2:19]3)[n:13]1)[cH:31][cH:32][cH:33][c:34]2[O:35][CH3:36])[F:37]>>[F:1][CH:2]([c:3]1[n:4][c:5]2[c:6]([n:7]1-[c:8]1[n:9][c:10]([N:20]3[CH2:21][CH2:22][N:23]([S:26](=[O:27])(=[O:28])[CH2:29][CH2:30][N:45]4[CH2:44][CH2:43][N:42]([S:39]([CH3:38])(=[O:40])=[O:41])[CH2:47][CH2:46]4)[CH2:24][CH2:25]3)[n:11][c:12]([N:14]3[CH2:15][CH2:16][O:17][CH2:18][CH2:19]3)[n:13]1)[cH:31][cH:32][cH:33][c:34]2[O:35][CH3:36])[F:37].